Dataset: the Open Reaction Database (ORD), a public repository of structured organic reaction records. Task: describe an organic reaction: reactants, conditions, products, and yield Starting materials: CCOC(C)=O, CCCCCC, O=C(NCCCC(c1cc(F)ccc1F)S(=O)(=O)c1ccc(Cl)cc1)OCCI, [H-], [Na+], C1CCOC1, O. Product: O=C1OCCN1CCCC(c1cc(F)ccc1F)S(=O)(=O)c1ccc(Cl)cc1. RXN SMILES: [C:44]([O:45][CH2:46][CH3:47])(=[O:48])[CH3:49].[CH3:38][CH2:39][CH2:40][CH2:41][CH2:42][CH3:43].[Cl:8][c:9]1[cH:10][cH:11][c:12]([S:15](=[O:16])(=[O:17])[CH:18]([CH2:19][CH2:20][CH2:21][NH:22][C:23]([O:24][CH2:25][CH2:26][I:27])=[O:28])[c:29]2[c:30]([F:36])[cH:31][cH:32][c:33]([F:35])[cH:34]2)[cH:13][cH:14]1.[H-:1].[Na+:2].[O:3]1[CH2:4][CH2:5][CH2:6][CH2:7]1.[OH2:37]>>[Cl:8][c:9]1[cH:10][cH:11][c:12]([S:15](=[O:16])(=[O:17])[CH:18]([CH2:19][CH2:20][CH2:21][N:22]2[C:23](=[O:28])[O:24][CH2:25][CH2:26]2)[c:29]2[c:30]([F:36])[cH:31][cH:32][c:33]([F:35])[cH:34]2)[cH:13][cH:14]1. The reactants are C1CCOC1, CI, COC1(OC)CCOCC1O, [H-], [Na+]. The product is COC1COCCC1(OC)OC. RXN SMILES: [CH2:16]1[O:17][CH2:18][CH2:19][CH2:20]1.[CH3:14][I:15].[CH3:1][O:2][C:3]1([O:10][CH3:11])[CH:4]([OH:9])[CH2:5][O:6][CH2:7][CH2:8]1.[H-:12].[Na+:13]>>[CH3:1][O:2][C:3]1([O:10][CH3:11])[CH:4]([O:9][CH3:14])[CH2:5][O:6][CH2:7][CH2:8]1. The reactants are CS(=O)(=O)O (Methanesulfonic acid), C1(=CC=CC=C1)/C=C/C=1CCN(CC1)CC=1C2=C(OC1)C=CC=C2 ((E)-3-[4-(2-phenylethenyl)-1,2,3,6-tetrahydropyridin-1-yl]methylbenzo[b]furan). Solvent: C(C)(=O)OCC (ethyl acetate). Product: CS(=O)(=O)O.C1(=CC=CC=C1)/C=C/C=1CCN(CC1)CC=1C2=C(OC1)C=CC=C2 ((E)-3-[4-(2-Phenylethenyl)-1,2,3,6-tetrahydropyridin-1-yl]methylbenzo[b]furan methanesulfonate salt). Isolated yield 78.5%. As a reaction SMILES: [CH3:1][S:2]([OH:5])(=[O:4])=[O:3].[C:6]1(/[CH:12]=[CH:13]/[C:14]2[CH2:15][CH2:16][N:17]([CH2:20][C:21]3[C:22]4[CH:29]=[CH:28][CH:27]=[CH:26][C:23]=4[O:24][CH:25]=3)[CH2:18][CH:19]=2)[CH:11]=[CH:10][CH:9]=[CH:8][CH:7]=1>C(OCC)(=O)C>[CH3:1][S:2]([OH:5])(=[O:4])=[O:3].[C:6]1(/[CH:12]=[CH:13]/[C:14]2[CH2:19][CH2:18][N:17]([CH2:20][C:21]3[C:22]4[CH:29]=[CH:28][CH:27]=[CH:26][C:23]=4[O:24][CH:25]=3)[CH2:16][CH:15]=2)[CH:11]=[CH:10][CH:9]=[CH:8][CH:7]=1 |f:3.4|. Reported procedure: Methanesulfonic acid (0.14 ml, 2.16 mmol) was added to a solution of (E)-3-[4-(2-phenylethenyl)-1,2,3,6-tetrahydropyridin-1-yl]methylbenzo[b]furan (0.6817 g, 2.16 mmol) in ethyl acetate (15 ml) to give a white precipitate. The solid was collected under suction, washed with ethyl acetate and recrystallised from 2-propanol to afford the title compound (0.6979 g, 78%), m.p. 216.5°-218° C. (dec.); (Found: C, 67.04; H, 6.08; N, 3.44. C23H25NO4S requires C, 67.13; H, 6.13; N, 3.40%); δH (500MHz, DMSO-... Reaction SMILES: [OH:1][C:2]1[CH:10]=[CH:9][C:5]([C:6]([OH:8])=O)=[CH:4][N:3]=1.S(Cl)(Cl)=O.[O:15]1[CH2:20][CH2:19][NH:18][C:17]2[CH:21]=[N:22][CH:23]=[CH:24][C:16]1=2.C(=O)([O-])[O-].[K+].[K+].C(=O)([O-])O.[Na+]>CN(C)C(=O)C.C(OCC)(=O)C>[O:15]1[CH2:20][CH2:19][N:18]([C:6]([C:5]2[CH:4]=[N:3][C:2]([OH:1])=[CH:10][CH:9]=2)=[O:8])[C:17]2[CH:21]=[N:22][CH:23]=[CH:24][C:16]1=2 |f:3.4.5,6.7|. Run in CN(C(C)=O)C (N,N-dimethyl acetamide), C(C)(=O)OCC (Ethyl acetate). Product: O1C2=C(N(CC1)C(=O)C=1C=NC(=CC1)O)C=NC=C2 ((2,3-dihydro-pyrido[4,3-b][1,4]oxazin-4-yl)-(6-hydroxy-pyridin-3-yl)-methanone). Conditions: time 30 minute. Yield: 45.8%. Reported procedure: In a 25 ml flask, 6-hydroxy-nicotinic acid (102 mg, 0.73 mmol) was dissolved in N,N-dimethyl acetamide (2.7 ml) and then cooled to −15□. Thionyl chloride (0.06 ml) was added thereto and the temperature was slowly raised up to −5□ and then stirred at −5□ for 30 minutes. The mixture was cooled again to −15□ and then 3,4-dihydro-2H-pyrido[4,3-b][1,4]oxazine (100 mg, 0.73 mmol) and potassium carbonate (127 mg, 0.82 mmol) were added thereto and stirred for 10 minutes. The temperature was raised up to... Reactants: C(O)([O-])=O.[Na+] (sodium hydrogen carbonate), OC1=NC=C(C(=O)O)C=C1 (6-hydroxy-nicotinic acid), S(=O)(Cl)Cl (Thionyl chloride), O1C2=C(NCC1)C=NC=C2 (3,4-dihydro-2H-pyrido[4,3-b][1,4]oxazine), C([O-])([O-])=O.[K+].[K+] (potassium carbonate). The reactants are CCOC(=O)CCCCCOCc1ccccc1, C1CCOC1, [Li]CCCC, [CH3], CO[PH](=O)OC. Product: COP(=O)(CC(=O)CCCCCOCc1ccccc1)OC. RXN SMILES: [CH2:13]([O:14][C:16]([CH2:17][CH2:18][CH2:19][CH2:20][CH2:21][O:22][CH2:23][c:24]1[cH:25][cH:26][cH:27][cH:28][cH:29]1)=[O:30])[CH3:15].[CH2:31]1[O:32][CH2:33][CH2:34][CH2:35]1.[CH2:8]([Li:9])[CH2:10][CH2:11][CH3:12].[CH3:1].[CH3:2][O:3][PH:4]([O:5][CH3:6])=[O:7]>>[CH3:2][O:3][P:4]([O:5][CH3:6])(=[O:7])[CH2:8][C:16]([CH2:17][CH2:18][CH2:19][CH2:20][CH2:21][O:22][CH2:23][c:24]1[cH:25][cH:26][cH:27][cH:28][cH:29]1)=[O:30].